This data is from the Open Reaction Database (ORD), a public repository of structured organic reaction records. The task is: describe an organic reaction: reactants, conditions, products, and yield Run at time 3 hour. Starting materials: COC(=O)C=1N=CN(C1)CC1=CC=C(C=C1)CN1N=CC=C1 (1-(4-Pyrazol-1-ylmethyl-benzyl)-1H-imidazole-4-carboxylic acid methyl ester), lithiumhydroxyde-hydrate. Product: N1(N=CC=C1)CC1=CC=C(CN2C=NC(=C2)C(=O)O)C=C1 (1-(4-Pyrazol-1-ylmethyl-benzyl)-1H-imidazole-4-carboxylic acid). Reaction SMILES: C[O:2][C:3]([C:5]1[N:6]=[CH:7][N:8]([CH2:10][C:11]2[CH:16]=[CH:15][C:14]([CH2:17][N:18]3[CH:22]=[CH:21][CH:20]=[N:19]3)=[CH:13][CH:12]=2)[CH:9]=1)=[O:4]>CO.O>[N:18]1([CH2:17][C:14]2[CH:15]=[CH:16][C:11]([CH2:10][N:8]3[CH:9]=[C:5]([C:3]([OH:4])=[O:2])[N:6]=[CH:7]3)=[CH:12][CH:13]=2)[CH:22]=[CH:21][CH:20]=[N:19]1. Reported procedure: A mixture of 1-(4-Pyrazol-1-ylmethyl-benzyl)-1H-imidazole-4-carboxylic acid methyl ester (730 mg, 2.5 mmol) and lithiumhydroxyde-hydrate (210 mg, 4.9 mmol) in 10 mL MeOH and 5 mL water was stirred at room temperature for 3 h. The mixture was evaporated in vacuo, the residue was acidified with 1 N aq. HCl and lyophilised to yield the crude product which was used in the next step without further purification. LCMS (method A) RtA=0.412 min; [M+H]+=283.0. The solvent is CO (MeOH), O (water). The reactants are ClC1=NC2=CC(=CC=C2C=C1)C(=O)OCC (ethyl 2-chloroquinoline-7-carboxylate), [OH-].[Li+] (lithium hydroxide). The solvent is O1CCCC1 (tetrahydrofuran). Reaction conditions: time 8 hour. Yields the product ClC1=NC2=CC(=CC=C2C=C1)C(=O)O (2-chloroquinoline-7-carboxylic acid). Isolated yield 91.8%. RXN SMILES: [Cl:1][C:2]1[CH:11]=[CH:10][C:9]2[C:4](=[CH:5][C:6]([C:12]([O:14]CC)=[O:13])=[CH:7][CH:8]=2)[N:3]=1.[OH-].[Li+]>O1CCCC1>[Cl:1][C:2]1[CH:11]=[CH:10][C:9]2[C:4](=[CH:5][C:6]([C:12]([OH:14])=[O:13])=[CH:7][CH:8]=2)[N:3]=1 |f:1.2|. Procedure details: To a solution of ethyl 2-chloroquinoline-7-carboxylate (800 mg, 3.4 mmol) in tetrahydrofuran (10 mL) was added 1 N aqueous lithium hydroxide (7 mL, 7 mmol). The reaction was stirred at room temperature overnight. The reaction was concentrated and the residue was diluted with water and acidified with 1 N aqueous hydrochloric acid. The resulting precipitate was collected by filtration and dried under vacuum to give the title compound (648 mg, 92%) as a white powder. +ESI (M+H) 208.1; 1H NMR (400 M... The reactants are ClC1=CC=C(C(=O)CCC2(C(NC3=CC=CC=C3C2)=O)C(=O)N2CCNCC2)C=C1 (2-(4-chlorobenzoyl)ethyl[-1-piperazinylcarbonyl}-3,4-dihydrocarbostyril), Cl.NO (hydroxylamine hydrochloride), C(C)(=O)[O-].[Na+] (sodium acetate), C(C)O (ethanol). Run in O (water). The product is ClC1=CC=C(C(=O)C(CCN2CCN(CC2)C(=O)C=2C=C3CCC(NC3=CC2)=O)=NO)C=C1 (6-{4[-3-(4-chlorobenzoyl)-3-hydroxyliminopropyl]-1-piperazinylcarbonyl}-3,4-dihydrocarbostyril). Reaction SMILES: ClC1C=CC(C(CC[C:10]2([C:21]([N:23]3[CH2:28][CH2:27][NH:26][CH2:25][CH2:24]3)=[O:22])[CH2:19][C:18]3[C:13](=[CH:14][CH:15]=C[CH:17]=3)[NH:12]C2=O)=O)=CC=1.[ClH:31].[NH2:32][OH:33].[C:34]([O-:37])(=O)[CH3:35].[Na+].[CH2:39]([OH:41])[CH3:40]>O>[Cl:31][C:13]1[CH:18]=[CH:17][C:40]([C:39]([C:19](=[N:32][OH:33])[CH2:10][CH2:21][N:26]2[CH2:25][CH2:24][N:23]([C:21]([C:10]3[CH:19]=[C:18]4[C:13](=[CH:14][CH:15]=3)[NH:12][C:34](=[O:37])[CH2:35][CH2:17]4)=[O:22])[CH2:28][CH2:27]2)=[O:41])=[CH:15][CH:14]=1 |f:1.2,3.4|. Procedure: 1.7 Grams of 6-{4-[2-(4-chlorobenzoyl)ethyl[-1-piperazinylcarbonyl}-3,4-dihydrocarbostyril, 0.83 g of hydroxylamine hydrochloride and 2.29 g of sodium acetate were dissolved in 40 ml of ethanol and 20 ml of water, and the solution was stirred overnight at room temperature. Then the reaction mixture was concentrated under reduced pressure, then the residue thus obtained was extracted with chloroform, the extract was dried with anhydrous sodium carbonate, then the solvent was removed by evaporatio... Starting materials: CCCc1c(Cc2ccc(-c3ccccc3C#N)cc2)c(=O)n(C2CCC(OCCOS(C)(=O)=O)CC2)c2ncnn12, CC1CNCC(C)O1, [I-], [Na+], C1CCOC1. The product is CCCc1c(Cc2ccc(-c3ccccc3C#N)cc2)c(=O)n(C2CCC(OCCN3CC(C)OC(C)C3)CC2)c2ncnn12. RXN SMILES: [CH3:1][S:2]([O:3][CH2:6][CH2:7][O:8][CH:9]1[CH2:10][CH2:11][CH:12]([n:15]2[c:16]3[n:17]([c:18]([CH2:37][CH2:38][CH3:39])[c:19]([CH2:22][c:23]4[cH:24][cH:25][c:26](-[c:29]5[c:30]([C:35]#[N:36])[cH:31][cH:32][cH:33][cH:34]5)[cH:27][cH:28]4)[c:20]2=[O:21])[n:40][cH:41][n:42]3)[CH2:13][CH2:14]1)(=[O:4])=[O:5].[CH3:43][CH:44]1[O:45][CH:46]([CH3:50])[CH2:47][NH:48][CH2:49]1.[I-:52].[Na+:51].[O:53]1[CH2:54][CH2:55][CH2:56][CH2:57]1>>[CH2:6]([CH2:7][O:8][CH:9]1[CH2:10][CH2:11][CH:12]([n:15]2[c:16]3[n:17]([c:18]([CH2:37][CH2:38][CH3:39])[c:19]([CH2:22][c:23]4[cH:24][cH:25][c:26](-[c:29]5[c:30]([C:35]#[N:36])[cH:31][cH:32][cH:33][cH:34]5)[cH:27][cH:28]4)[c:20]2=[O:21])[n:40][cH:41][n:42]3)[CH2:13][CH2:14]1)[N:48]1[CH2:47][CH:46]([CH3:50])[O:45][CH:44]([CH3:43])[CH2:49]1. RXN SMILES: C[Mg]Br.Br[C:5]1[CH:6]=[C:7]([C:18]#[N:19])[N:8]([NH:10][C:11](=[O:17])[O:12][C:13]([CH3:16])([CH3:15])[CH3:14])[CH:9]=1.C([Li])CCC.CCCCCC.[CH2:31]=[O:32]>C1COCC1>[C:13]([O:12][C:11](=[O:17])[NH:10][N:8]1[CH:9]=[C:5]([CH2:31][OH:32])[CH:6]=[C:7]1[C:18]#[N:19])([CH3:16])([CH3:15])[CH3:14]. Procedure details: Under argon, a 1 M solution of methylmagnesium bromide in THF (13.3 ml) was added over 15 min to a solution of tert-butyl (4-bromo-2-cyano-1H-pyrrol-1-yl)carbamate (3.7 g, 12.09 mmol; preparation described in PCT Int. Pat. Appl. WO 2007/064883, Intermediate AAE, Step 3) in THF (37 ml) cooled to −60° C. After 30 min, a 1.6 M solution of n-butyllithium in hexane (15.1 ml, 24.2 mmol) was added over 10 min to the reaction, and the resulting mixture was stirred between −60° C. and −40° C. for 1 h. Th... Reaction conditions: temperature -60 celsius, time 30 minute. Starting materials: solution, C(CCC)[Li] (n-butyllithium), CCCCCC (hexane), solution, C[Mg]Br (methylmagnesium bromide), BrC=1C=C(N(C1)NC(OC(C)(C)C)=O)C#N (tert-butyl (4-bromo-2-cyano-1H-pyrrol-1-yl)carbamate), C=O (paraformaldehyde). The solvent is C1CCOC1 (THF), C1CCOC1 (THF). The product is C(C)(C)(C)OC(NN1C(=CC(=C1)CO)C#N)=O (tert-Butyl[2-cyano-4-(hydroxymethyl)-1H-pyrrol-1-yl]carbamate).